From a dataset of the Open Reaction Database (ORD), a public repository of structured organic reaction records. describe an organic reaction: reactants, conditions, products, and yield The reactants are C[C@@H]1CN(C[C@@H](N1)C)C=1C=C(C=CC1OCC)NS(=O)(=O)C1=CC=C(C=C1)I (N-[3-(cis-3,5-dimethyl-1-piperazinyl)-4-(ethyloxy)phenyl]-4-iodobenzenesulfonamide), S1C(=CC=C1)B(O)O (2-thienylboronic acid), C([O-])([O-])=O.[Na+].[Na+] (sodium carbonate), Cl (hydrochloric acid). The reagents and catalysts are Cl[Pd]([P](C1=CC=CC=C1)(C2=CC=CC=C2)C3=CC=CC=C3)([P](C4=CC=CC=C4)(C5=CC=CC=C5)C6=CC=CC=C6)Cl (bis(triphenylphosphine)palladium(II) chloride). Solvent: C1(=CC=CC=C1)C (toluene), C(C)O (ethanol). Yields the product C[C@@H]1CN(C[C@@H](N1)C)C=1C=C(C=CC1OCC)NS(=O)(=O)C1=CC=C(C=C1)C=1SC=CC1 (N-[3-(cis-3,5-Dimethyl-1-piperazinyl)-4-(ethyloxy)phenyl]-4-(2-thienyl)benzenesulfonamide). RXN SMILES: [CH3:1][C@H:2]1[NH:7][C@@H:6]([CH3:8])[CH2:5][N:4]([C:9]2[CH:10]=[C:11]([NH:18][S:19]([C:22]3[CH:27]=[CH:26][C:25](I)=[CH:24][CH:23]=3)(=[O:21])=[O:20])[CH:12]=[CH:13][C:14]=2[O:15][CH2:16][CH3:17])[CH2:3]1.[S:29]1[CH:33]=[CH:32][CH:31]=[C:30]1B(O)O.C(=O)([O-])[O-].[Na+].[Na+].Cl>Cl[Pd](Cl)([P](C1C=CC=CC=1)(C1C=CC=CC=1)C1C=CC=CC=1)[P](C1C=CC=CC=1)(C1C=CC=CC=1)C1C=CC=CC=1.C(O)C.C1(C)C=CC=CC=1>[CH3:1][C@H:2]1[NH:7][C@@H:6]([CH3:8])[CH2:5][N:4]([C:9]2[CH:10]=[C:11]([NH:18][S:19]([C:22]3[CH:27]=[CH:26][C:25]([C:30]4[S:29][CH:33]=[CH:32][CH:31]=4)=[CH:24][CH:23]=3)(=[O:21])=[O:20])[CH:12]=[CH:13][C:14]=2[O:15][CH2:16][CH3:17])[CH2:3]1 |f:2.3.4,^1:46,65|. Reported procedure: A mixture of N-[3-(cis-3,5-dimethyl-1-piperazinyl)-4-(ethyloxy)phenyl]-4-iodobenzenesulfonamide (E94) (206 mg, 0.4 mmol), 2-thienylboronic acid (103 mg, 0.8 mmol), 2M aqueous sodium carbonate solution (1 ml, 2 mmol) and bis(triphenylphosphine)palladium(II) chloride (14 mg, 0.02 mmol) in 1:1 toluene:ethanol (3 ml) was stirred in a microwave reactor (set at high absorbance) at 125° C. for 15 minutes. After cooling to room temperature the reaction mixture was acidified with 5N hydrochloric acid the... Product: CC(C)CCC[C@@H](C)[C@H]1CC[C@H]2[C@@H]3CCC4CC(CC[C@]4(C)[C@H]3CC[C@]12C)OCC(=O)OC(C)(C)C (tert-Butyl 2-(cholestan-3-yloxy)acetate). RXN SMILES: [CH2:1](O)[CH:2]([CH2:4][CH2:5][CH2:6][C@H:7]([C@@H:9]1[C@:26]2([CH3:27])[C@H:12]([C@H:13]3[C@H:23]([CH2:24][CH2:25]2)[C@:21]2([CH3:22])[CH:16](CCC[CH2:20]2)[CH2:15][CH2:14]3)[CH2:11][CH2:10]1)[CH3:8])[CH3:3].[CH3:29][C:30](C)([O-:32])[CH3:31].[K+].Br[CH2:36][C:37]([O:39][C:40]([CH3:43])([CH3:42])[CH3:41])=[O:38]>C1(C)C=CC=CC=1>[CH3:3][CH:2]([CH2:4][CH2:5][CH2:6][C@H:7]([C@@H:9]1[C@:26]2([CH3:27])[C@H:12]([C@H:13]3[C@H:23]([CH2:24][CH2:25]2)[C@:21]2([CH3:20])[CH:16]([CH2:29][CH:30]([O:32][CH2:36][C:37]([O:39][C:40]([CH3:43])([CH3:42])[CH3:41])=[O:38])[CH2:31][CH2:22]2)[CH2:15][CH2:14]3)[CH2:11][CH2:10]1)[CH3:8])[CH3:1] |f:1.2|. The yield is 75.9%. The reactants are CC(C)([O-])C.[K+] (Potassium tert-butoxide), C(C(C)CCC[C@@H](C)[C@H]1CC[C@H]2[C@@H]3CCC4CCCC[C@]4(C)[C@H]3CC[C@]12C)O (Cholestanol), BrCC(=O)OC(C)(C)C (tert-Butyl bromoacetate). Conditions: time 3 hour. Reported procedure: Cholestanol (0.662 g, 1.703 mmol) was dissolved in toluene (13 mL). Potassium tert-butoxide (573 mg, 5.11 mmol) was added in one portion. The mixture was stirred at room temperature for 3 hours. tert-Butyl bromoacetate (503 μL, 3.406 mmol) was added drop-wise and the mixture was stirred overnight at room temperature. Toluene (20 mL) was added and the solution was washed with brine (50 mL). The aqueous phase was extracted with toluene (30 mL) before all organic phases were combined, dried (Na2SO4... Run in C1(=CC=CC=C1)C (Toluene), C1(=CC=CC=C1)C (toluene). Reactants: CC(=O)O, O=C1C=C(c2ccccc2Cl)C(=O)O1, NC1CCCCC1. Yields the product O=C1C=C(c2ccccc2Cl)C(=O)N1C1CCCCC1. Reaction SMILES: [CH3:22][C:23](=[O:24])[OH:25].[Cl:1][c:2]1[c:3]([C:8]2=[CH:13][C:12](=[O:14])[O:11][C:9]2=[O:10])[cH:4][cH:5][cH:6][cH:7]1.[NH2:15][CH:16]1[CH2:17][CH2:18][CH2:19][CH2:20][CH2:21]1>>[Cl:1][c:2]1[c:3]([C:8]2=[CH:13][C:12](=[O:14])[N:15]([CH:16]3[CH2:17][CH2:18][CH2:19][CH2:20][CH2:21]3)[C:9]2=[O:11])[cH:4][cH:5][cH:6][cH:7]1. Starting materials: mixture, C(C(=C)C)(=O)O (methacrylic acid), C[C@H]([C@@H]1[C@H]2CC(=C(N2C1=O)C(=O)O)S[C@H]3CCN(C3)C(=N)C)O (PAPM). Product: C(C(=C)C)(=O)O.C[C@H]([C@@H]1[C@H]2CC(=C(N2C1=O)C(=O)O)S[C@H]3CCN(C3)C(=N)C)O (MAA PAPM). Reaction SMILES: [C:1]([OH:6])(=[O:5])[C:2]([CH3:4])=[CH2:3].[CH3:7][C@@H:8]([OH:29])[C@H:9]1[C:15](=[O:16])[N:14]2[C@@H:10]1[CH2:11][C:12]([S:20][C@@H:21]1[CH2:25][N:24]([C:26]([CH3:28])=[NH:27])[CH2:23][CH2:22]1)=[C:13]2[C:17]([OH:19])=[O:18]>>[C:1]([OH:6])(=[O:5])[C:2]([CH3:4])=[CH2:3].[CH3:7][C@@H:8]([OH:29])[C@H:9]1[C:15](=[O:16])[N:14]2[C@@H:10]1[CH2:11][C:12]([S:20][C@@H:21]1[CH2:25][N:24]([C:26]([CH3:28])=[NH:27])[CH2:23][CH2:22]1)=[C:13]2[C:17]([OH:19])=[O:18] |f:2.3|. Reported procedure: A 3/1 molar mixture of 3 parts methacrylic acid (MAA) and 1 part PAPM were copolymerized by free radial initiation. This afforded a 3/1 MAA/PAPM photosensitive electrolyte copolymer. Reactants: COC1CCN(C(=O)OC(C)(C)C)C1, COC1CCNC1, CCO, O, Cc1ccc(S(=O)(=O)O)cc1. Product: COC1CCNC1, Cc1ccc(S(=O)(=O)O)cc1. Reaction SMILES: [CH3:13][O:14][CH:15]1[CH2:16][N:17]([C:20]([O:21][C:22]([CH3:23])([CH3:24])[CH3:25])=[O:26])[CH2:18][CH2:19]1.[CH3:27][O:28][CH:29]1[CH2:30][CH2:31][NH:32][CH2:33]1.[CH3:34][CH2:35][OH:36].[OH2:1].[c:2]1([CH3:12])[cH:3][cH:4][c:5]([S:8](=[O:9])(=[O:10])[OH:11])[cH:6][cH:7]1>>[CH3:13][O:14][CH:15]1[CH2:16][NH:17][CH2:18][CH2:19]1.[c:2]1([CH3:12])[cH:3][cH:4][c:5]([S:8](=[O:9])(=[O:10])[OH:11])[cH:6][cH:7]1. The reactants are NC1=C2N=CN(C2=NC(=N1)OCCOCC)CC1=CC=CC=C1 (6-Amino-9-benzyl-2-(2-ethoxyethoxy)purine), BrBr (bromine), S(=S)(=O)([O-])[O-].[Na+].[Na+] (sodium thiosulfate). The solvent is C(Cl)Cl (methylene chloride). Conditions: time 1 hour. Product: NC1=C2N=C(N(C2=NC(=N1)OCCOCC)CC1=CC=CC=C1)Br (6-Amino-9-benzyl-8-bromo-2-(2-ethoxyethoxy)purine). Isolated yield 68.0%. RXN SMILES: [NH2:1][C:2]1[N:10]=[C:9]([O:11][CH2:12][CH2:13][O:14][CH2:15][CH3:16])[N:8]=[C:7]2[C:3]=1[N:4]=[CH:5][N:6]2[CH2:17][C:18]1[CH:23]=[CH:22][CH:21]=[CH:20][CH:19]=1.[Br:24]Br.S([O-])([O-])(=O)=S.[Na+].[Na+]>C(Cl)Cl>[NH2:1][C:2]1[N:10]=[C:9]([O:11][CH2:12][CH2:13][O:14][CH2:15][CH3:16])[N:8]=[C:7]2[C:3]=1[N:4]=[C:5]([Br:24])[N:6]2[CH2:17][C:18]1[CH:23]=[CH:22][CH:21]=[CH:20][CH:19]=1 |f:2.3.4|. Procedure: 6-Amino-9-benzyl-2-(2-ethoxyethoxy)purine (300 mg, 0.96 mmol) and bromine (2.0 ml) were dissolved in methylene chloride (50 ml). The solution was stirred at room temperature for 1 hour. Aqueous sodium thiosulfate was added to the reaction mixture. The organic layer was separated, dried on sodium sulfate and concentrated in vacuo to dryness. The residue was purified with silica gel chromatography (1% methanol/chloroform) to give the subject compound (256 mg, yield 68%). Starting materials: C(C1=CC=CC=C1)(=O)N=C1C(OC=NC=2C=C(C=CC2)\C(=C/CCCC(=O)OC)\C=2C=NC=CC2)C=CC=C1 (methyl 5E-6-(3-(benzoylimino-phenoxymethyleneamino)phenyl)-6-(3-pyridyl)hex-5-enoate), CC(CN)C (2-methylpropylamine), [OH-].[Na+] (sodium hydroxide). The solvent is C(C)(C)O (isopropanol). Conditions: temperature 50 celsius, time 30 minute. Yields the product C(C1=CC=CC=C1)(=O)N=C(NC=1C=C(C=CC1)\C(=C/CCCC(=O)O)\C=1C=NC=CC1)NCC(C)C (5E-6-(3-(2-Benzoyl-3-(2-methylpropyl)guanidino)phenyl)-6-(3-pyridyl)hex-5-enoic acid). Reaction SMILES: C(N=C1C=CC=CC1O[CH:13]=[N:14][C:15]1[CH:16]=[C:17](/[C:21](/[C:30]2[CH:31]=[N:32][CH:33]=[CH:34][CH:35]=2)=[CH:22]\[CH2:23][CH2:24][CH2:25][C:26]([O:28]C)=[O:27])[CH:18]=[CH:19][CH:20]=1)(=O)C1C=CC=CC=1.[CH3:40][CH:41]([CH3:44])[CH2:42][NH2:43].[OH-:45].[Na+]>C(O)(C)C>[C:42]([N:43]=[C:13]([NH:32][CH2:31][CH:30]([CH3:35])[CH3:21])[NH:14][C:15]1[CH:16]=[C:17](/[C:21](/[C:30]2[CH:31]=[N:32][CH:33]=[CH:34][CH:35]=2)=[CH:22]\[CH2:23][CH2:24][CH2:25][C:26]([OH:28])=[O:27])[CH:18]=[CH:19][CH:20]=1)(=[O:45])[C:41]1[CH:44]=[CH:16][CH:15]=[CH:20][CH:40]=1 |f:2.3|. Procedure: 2.6 g methyl 5E-6-(3-(benzoylimino-phenoxymethyleneamino)phenyl)-6-(3-pyridyl)hex-5-enoate and 5 ml of 2-methylpropylamine are refluxed for 1 hour in 50 ml of isopropanol. The reaction mixture is cooled to 50° C., mixed with 15 ml of 1N sodium hydroxide solution and stirred for 30 minutes at this temperature. The solvent is removed, the residue is taken up in water and washed with ethyl acetate. The aqueous phase is adjusted to a pH value of 4-5 by the addition of citric acid, the precipitate fo... Reactants: 28.2, COCN=C=O (methoxymethyl isocyanate), CC1(NC(CC(C1)NCCC(=O)NN)(C)C)C (β-(2,2,6,6-tetramethylpiperidine-4-yl)amino-propionic acid hydrazide), C1(=CC=CC=C1)C (toluene). Reaction conditions: temperature 25 celsius, time 1 hour. Yields the product COCNC(NCOC)=O (Bis-methoxymethyl urea). RXN SMILES: CC1(C)CC(NCC[C:11]([NH:13]N)=[O:12])CC(C)(C)N1.[CH3:18][O:19][CH2:20][N:21]=[C:22]=[O:23].[C:24]1(C)C=CC=CC=1>>[CH3:18][O:19][CH2:20][NH:21][C:22](=[O:23])[NH:13][CH2:11][O:12][CH3:24]. Procedure: 36.3 parts of β-(2,2,6,6-tetramethylpiperidine-4-yl)amino-propionic acid hydrazide are dissolved in 100 parts of toluene, followed by the dropwise addition of 28.2 parts of 93% methoxymethyl isocyanate. After stirring for 1 hour at 25° C., the deposit is filtered off under suction. The filter residue is stirred with 300 parts of petroleum ether and refiltered under suction. 48 parts of colourless crystals melting at 62° to 65° C. are left after drying. Starting materials: NC=1C=CC(=C(COC=2C=C3CCN([C@H](C3=CC2)C(=O)OC)C(=O)OC(C)(C)C)C1)Cl ((R)-2-tert-butyl 1-methyl 6-(5-amino-2-chlorobenzyloxy)-3,4-dihydroisoquinoline-1,2(1H)-dicarboxylate), TEA, C(C)(=O)Cl (acetyl chloride). Solvent: C(Cl)Cl (CH2Cl2). Run at time 2 hour. Product: C(C)(=O)NC=1C=CC(=C(COC=2C=C3CCN([C@H](C3=CC2)C(=O)OC)C(=O)OC(C)(C)C)C1)Cl ((R)-2-tert-butyl 1-methyl 6-(5-acetamido-2-chlorobenzyloxy)-3,4-dihydroisoquinoline-1,2(1H)-dicarboxylate). The yield is 12.4%. As a reaction SMILES: [NH2:1][C:2]1[CH:3]=[CH:4][C:5]([Cl:31])=[C:6]([CH:30]=1)[CH2:7][O:8][C:9]1[CH:10]=[C:11]2[C:16](=[CH:17][CH:18]=1)[C@H:15]([C:19]([O:21][CH3:22])=[O:20])[N:14]([C:23]([O:25][C:26]([CH3:29])([CH3:28])[CH3:27])=[O:24])[CH2:13][CH2:12]2.[C:32](Cl)(=[O:34])[CH3:33]>C(Cl)Cl>[C:32]([NH:1][C:2]1[CH:3]=[CH:4][C:5]([Cl:31])=[C:6]([CH:30]=1)[CH2:7][O:8][C:9]1[CH:10]=[C:11]2[C:16](=[CH:17][CH:18]=1)[C@H:15]([C:19]([O:21][CH3:22])=[O:20])[N:14]([C:23]([O:25][C:26]([CH3:28])([CH3:27])[CH3:29])=[O:24])[CH2:13][CH2:12]2)(=[O:34])[CH3:33]. Procedure: To a solution of (R)-2-tert-butyl 1-methyl 6-(5-amino-2-chlorobenzyloxy)-3,4-dihydroisoquinoline-1,2(1H)-dicarboxylate (15 mg, 0.033 mmol) in CH2Cl2 (1 mL) was added TEA (200 μl, 1.43 mmol) followed by the addition of acetyl chloride (10 μl, 0.05 mmol). The reaction was stirred at room temperature for 2 h. It was concentrated and purified by preparative HPLC (Phenomenex 20×100 mm eluting with 0-100% MeOH/H2O (90% in H2O, 0.1% TFA) gradient over 8 min with flow rate 25 mL/min) to yield (R)-2-tert...